This data is from the Open Reaction Database (ORD), a public repository of structured organic reaction records. The task is: describe an organic reaction: reactants, conditions, products, and yield Reactants: C(CCC)[Li] (n-Butyllithium), BrC1=CC(=C(C=C1)OC)C=C1CCCC1 (4-bromo-2-cyclopentylidenemethylanisole), CN(C=O)C (N,N-Dimethylformamide). Run in C1CCOC1 (THF). The product is C1(CCCC1)=CC=1C=C(C=O)C=CC1OC (3-cyclopentylidenemethyl-4-methoxybenzaldehyde). As a reaction SMILES: Br[C:2]1[CH:7]=[CH:6][C:5]([O:8][CH3:9])=[C:4]([CH:10]=[C:11]2[CH2:15][CH2:14][CH2:13][CH2:12]2)[CH:3]=1.C([Li])CCC.CN(C)[CH:23]=[O:24]>C1COCC1>[C:11]1(=[CH:10][C:4]2[CH:3]=[C:2]([CH:7]=[CH:6][C:5]=2[O:8][CH3:9])[CH:23]=[O:24])[CH2:15][CH2:14][CH2:13][CH2:12]1. Procedure details: 4-bromo-2-cyclopentylidenemethylanisole (738 mg, 2.5 mmol) in THF (20 ml) was cooled to -78° C. while stirring under nitrogen. n-Butyllithium (1 ml, 2.5M in Hexane, 2.5 mmol) was added dropwise over 1 minute. N,N-Dimethylformamide (0.5 ml) was added rapidly. The ice bath was removed an the reaction was warmed to room temperature. The reaction was diluted with ethyl acetate (100 ml) and was washed with water (50 ml) and brine (50 ml). The organic was dried over MgSO4, filtered and concentrated. T...